describe an organic reaction: reactants, conditions, products, and yield From a dataset of the Open Reaction Database (ORD), a public repository of structured organic reaction records. Starting materials: COCOC1=CC=C(C=C1)C(F)(F)F (4-(trifluoromethyl)phenyl methoxymethyl ether), [Li]CCCC (n-BuLi), CN(C)C=O (DMF), O (water). The solvent is CCOCC (ether), CCOCC (ether). Conditions: time 2 hour. The product is COCOC1=C(C=O)C=C(C=C1)C(F)(F)F (2-methoxymethoxy-5-(trifluoromethyl)benzaldehyde). Isolated yield 79.0%. Reaction SMILES: [CH3:1][O:2][CH2:3][O:4][C:5]1[CH:10]=[CH:9][C:8]([C:11]([F:14])([F:13])[F:12])=[CH:7][CH:6]=1.[Li]CCCC.CN([CH:23]=[O:24])C.O>CCOCC>[CH3:1][O:2][CH2:3][O:4][C:5]1[CH:10]=[CH:9][C:8]([C:11]([F:12])([F:13])[F:14])=[CH:7][C:6]=1[CH:23]=[O:24]. Reported procedure: To the solution of 4-(trifluoromethyl)phenyl methoxymethyl ether (5 g) in anhydrous ether (50 ml) was gradually added dropwise 1.6M n-BuLi (16.7 ml) at room temperature. After stirring at room temperature for 2 hours, the solution of DMF (4.13 ml) in anhydrous ether (20 ml) was added dropwise over 30 minutes, and the solution was stirred for 1 hour. To the reaction solution was added water, and the ether layer was separated. The ether layer is was washed with water and saturated sodium chloride ... Starting materials: COc1cccc(C(=O)O)c1[N+](=O)[O-], [NH4+], [Na+], [Na+], [OH-], O, O=S([O-])S(=O)[O-]. The product is COc1cccc(C(=O)O)c1N. As a reaction SMILES: [N+:9]([O-:10])(=[O:11])[c:12]1[c:13]([C:14](=[O:15])[OH:16])[cH:17][cH:18][cH:19][c:20]1[O:21][CH3:22].[NH4+:23].[Na+:7].[Na+:8].[OH-:24].[OH2:25].[S:1]([S:2]([O-:3])=[O:4])([O-:5])=[O:6]>>[NH2:9][c:12]1[c:13]([C:14](=[O:15])[OH:16])[cH:17][cH:18][cH:19][c:20]1[O:21][CH3:22]. The reactants are CC#N, FC(F)(F)CN=C=S, Nc1ccn(CCCCO)n1. Product: OCCCCn1ccc(NC(=S)NCC(F)(F)F)n1. RXN SMILES: [CH3:20][C:21]#[N:22].[F:12][C:13]([CH2:14][N:15]=[C:16]=[S:17])([F:18])[F:19].[NH2:1][c:2]1[n:3][n:4]([CH2:7][CH2:8][CH2:9][CH2:10][OH:11])[cH:5][cH:6]1>>[NH:1]([c:2]1[n:3][n:4]([CH2:7][CH2:8][CH2:9][CH2:10][OH:11])[cH:5][cH:6]1)[C:16]([NH:15][CH2:14][C:13]([F:12])([F:18])[F:19])=[S:17]. The reactants are C=O (formaldehyde), BrC[N+](=O)[O-] (bromonitromethane), aldehyde, C([O-])(O)=O.[Na+] (sodium bicarbonate). Reaction conditions: time 6.5 hour. The product is BrC(CO)(CO)[N+](=O)[O-] (2-bromo-2-nitropropane-1,3-diol). As a reaction SMILES: [CH2:1]=[O:2].[C:3](=[O:6])(O)[O-].[Na+].[Br:8][CH2:9][N+:10]([O-:12])=[O:11]>>[Br:8][C:9]([N+:10]([O-:12])=[O:11])([CH2:3][OH:6])[CH2:1][OH:2] |f:1.2|. Reported procedure: An aqueous formaldehyde solution, 37% by weight H2CO, containing 75.81 g. aldehyde (0.934 mole) was adjusted to pH 6.5 with 0.5 M aqueous sodium bicarbonate. The entire reactor was placed in a room temperature water bath, and 65.29 g. bromonitromethane (0.467 mole) was added, with vigorous stirring, at such a rate that the reagent was immediately consumed. Aqueous sodium bicarbonate was added to the mixture by a pH-controlled feed pump so that the reaction zone pH was constantly maintained at a ... The reactants are COC(=O)C(Cc1ccc([N+](=O)[O-])cc1)NC(=O)c1c(C)cccc1Cl, CCO, O, Cl[Sn]Cl. The product is COC(=O)C(Cc1ccc(N)cc1)NC(=O)c1c(C)cccc1Cl. RXN SMILES: [CH3:1][O:2][C:3]([CH:4]([NH:5][C:6](=[O:7])[c:8]1[c:9]([Cl:15])[cH:10][cH:11][cH:12][c:13]1[CH3:14])[CH2:16][c:17]1[cH:18][cH:19][c:20]([N+:23]([O-:24])=[O:25])[cH:21][cH:22]1)=[O:26].[CH3:31][CH2:32][OH:33].[OH2:30].[Sn:27]([Cl:28])[Cl:29]>>[CH3:1][O:2][C:3]([CH:4]([NH:5][C:6](=[O:7])[c:8]1[c:9]([Cl:15])[cH:10][cH:11][cH:12][c:13]1[CH3:14])[CH2:16][c:17]1[cH:18][cH:19][c:20]([NH2:23])[cH:21][cH:22]1)=[O:26]. Starting materials: [Br-], Fc1ccc(C[Mg+])cc1F, COC(=O)c1cc2c([nH]1)CCC2=O. The product is COC(=O)c1cc2c([nH]1)CCC2Cc1ccc(F)c(F)c1. Reaction SMILES: [Br-:14].[F:15][c:16]1[cH:17][c:18]([CH2:19][Mg+:20])[cH:21][cH:22][c:23]1[F:24].[O:1]=[C:2]1[CH2:3][CH2:4][c:5]2[nH:6][c:7]([C:10](=[O:11])[O:12][CH3:13])[cH:8][c:9]21>>[CH:2]1([CH2:19][c:18]2[cH:17][c:16]([F:15])[c:23]([F:24])[cH:22][cH:21]2)[CH2:3][CH2:4][c:5]2[nH:6][c:7]([C:10](=[O:11])[O:12][CH3:13])[cH:8][c:9]21.